This data is from the Open Reaction Database (ORD), a public repository of structured organic reaction records. The task is: describe an organic reaction: reactants, conditions, products, and yield RXN SMILES: [CH3:1][S:2]([N:5]1[CH2:10][CH:9]=[C:8]([C:11]2[CH:12]=[C:13]3[CH2:19][C@@:18]([CH3:26])([CH:20]4[CH2:25][CH2:24][NH:23][CH2:22][CH2:21]4)[O:17][C:14]3=[CH:15][N:16]=2)[CH2:7][CH2:6]1)(=[O:4])=[O:3].Cl[C:28]1[S:29][C:30]([C:33]([F:36])([F:35])[F:34])=[N:31][N:32]=1.C(=O)([O-])[O-].[K+].[K+]>CS(C)=O>[CH3:1][S:2]([N:5]1[CH2:6][CH:7]=[C:8]([C:11]2[CH:12]=[C:13]3[CH2:19][C:18]([CH3:26])([CH:20]4[CH2:25][CH2:24][N:23]([C:28]5[S:29][C:30]([C:33]([F:36])([F:35])[F:34])=[N:31][N:32]=5)[CH2:22][CH2:21]4)[O:17][C:14]3=[CH:15][N:16]=2)[CH2:9][CH2:10]1)(=[O:3])=[O:4] |f:2.3.4|. Solvent: CS(=O)C (dimethylsulfoxide). Reported procedure: The title compound is prepared from (S)-5-(1-methanesulfonyl-1,2,3,6-tetrahydro-pyridin-4-yl)-2-methyl-2-piperidin-4-yl-2,3-dihydro-furo[2,3-c]pyridine (Intermediate 41; the configuration of the stereocenter is arbitrarily assigned) and 2-chloro-5-trifluoromethyl-[1,3,4]thiadiazole in dimethylsulfoxide at 85° C. in the presence of potassium carbonate. LC (method 4): tR=0.98 min; Mass spectrum (ESI+): m/z=530 [M+H]+. Product: CS(=O)(=O)N1CCC(=CC1)C=1C=C2C(=CN1)OC(C2)(C2CCN(CC2)C=2SC(=NN2)C(F)(F)F)C (5-(1-Methanesulfonyl-1,2,3,6-tetrahydro-pyridin-4-yl)-2-methyl-2-[1-(5-trifluoromethyl-[1,3,4]thiadiazol-2-yl)-piperidin-4-yl]-2,3-dihydro-furo[2,3-c]pyridine). Starting materials: C([O-])([O-])=O.[K+].[K+] (potassium carbonate), CS(=O)(=O)N1CCC(=CC1)C=1C=C2C(=CN1)O[C@@](C2)(C2CCNCC2)C ((S)-5-(1-methanesulfonyl-1,2,3,6-tetrahydro-pyridin-4-yl)-2-methyl-2-piperidin-4-yl-2,3-dihydro-furo[2,3-c]pyridine), Intermediate 41, ClC=1SC(=NN1)C(F)(F)F (2-chloro-5-trifluoromethyl-[1,3,4]thiadiazole).